This data is from the Open Reaction Database (ORD), a public repository of structured organic reaction records. The task is: describe an organic reaction: reactants, conditions, products, and yield Reactants: CN(C)C(=S)Cl, CCOC(C)=O, CC(C)=O, [K+], [OH-], O, N#Cc1cc2c(cc1O)CCCC2. Product: CN(C)C(=S)Oc1cc2c(cc1C#N)CCCC2. As a reaction SMILES: [CH3:16][N:17]([C:18](=[S:19])[Cl:20])[CH3:21].[CH3:22][CH2:23][O:24][C:25](=[O:26])[CH3:27].[CH3:28][C:29](=[O:30])[CH3:31].[K+:15].[OH-:14].[OH2:32].[OH:1][c:2]1[c:3]([C:12]#[N:13])[cH:4][c:5]2[c:10]([cH:11]1)[CH2:9][CH2:8][CH2:7][CH2:6]2>>[O:1]([c:2]1[c:3]([C:12]#[N:13])[cH:4][c:5]2[c:10]([cH:11]1)[CH2:9][CH2:8][CH2:7][CH2:6]2)[C:18]([N:17]([CH3:16])[CH3:21])=[S:19]. Reactants: N[C@H]([C@@H](CNC1CCN(C2=CC=C(C=C12)CC(C)(C)C)C(=O)OCC1=CC=CC=C1)O)CC1=CC(=CC(=C1)F)F (benzyl 4-{[(2R,3S)-3-amino-4-(3,5-difluorophenyl)-2-hydroxybutyl]amino}-6-neopentyl-3,4-dihydroquinoline-1(2H)-carboxylate), C(C)(=O)N(OC)C(C)=O (N,N-diacetyl-O-methylhydroxylamine). The solvent is ClCCl (dichloromethane). Product: C(C)(=O)N[C@H]([C@@H](CNC1CCN(C2=CC=C(C=C12)CC(C)(C)C)C(=O)OCC1=CC=CC=C1)O)CC1=CC(=CC(=C1)F)F (Benzyl 4-{[(2R,3S)-3-(acetylamino)-4-(3,5-difluorophenyl)-2-hydroxybutyl]amino}-6-neopentyl-3,4-dihydroquinoline-1(2H)-carboxylate). Yield: 99.0%. RXN SMILES: [NH2:1][C@@H:2]([CH2:32][C:33]1[CH:38]=[C:37]([F:39])[CH:36]=[C:35]([F:40])[CH:34]=1)[C@H:3]([OH:31])[CH2:4][NH:5][CH:6]1[C:15]2[C:10](=[CH:11][CH:12]=[C:13]([CH2:16][C:17]([CH3:20])([CH3:19])[CH3:18])[CH:14]=2)[N:9]([C:21]([O:23][CH2:24][C:25]2[CH:30]=[CH:29][CH:28]=[CH:27][CH:26]=2)=[O:22])[CH2:8][CH2:7]1.[C:41](N(C(=O)C)OC)(=[O:43])[CH3:42]>ClCCl>[C:41]([NH:1][C@@H:2]([CH2:32][C:33]1[CH:38]=[C:37]([F:39])[CH:36]=[C:35]([F:40])[CH:34]=1)[C@H:3]([OH:31])[CH2:4][NH:5][CH:6]1[C:15]2[C:10](=[CH:11][CH:12]=[C:13]([CH2:16][C:17]([CH3:20])([CH3:19])[CH3:18])[CH:14]=2)[N:9]([C:21]([O:23][CH2:24][C:25]2[CH:26]=[CH:27][CH:28]=[CH:29][CH:30]=2)=[O:22])[CH2:8][CH2:7]1)(=[O:43])[CH3:42]. Reported procedure: To a solution of benzyl 4-{[(2R,3S)-3-amino-4-(3,5-difluorophenyl)-2-hydroxybutyl]amino}-6-neopentyl-3,4-dihydroquinoline-1(2H)-carboxylate (0.226 g) in dichloromethane (5 mL) was added N,N-diacetyl-O-methylhydroxylamine (0.064 9). The mixture was stirred over the weekend at room temperature. The solvent was then removed under reduced pressure and the residue was partitioned between 1N HCl and ethyl acetate, dried with magnesium sulfate, filtered, and concentrated to give 0.243 g of the title co... Reactants: [S-2].[Na+].[Na+] (sodium sulfide), [Cl-].[NH4+] (ammonium chloride), ClC=1C(=CC2=C(CCN(CC2C2=CC(=CC=3CCOC32)[N+](=O)[O-])C)C1)OC (8-chloro-5-(5-nitro-2,3-dihydrobenzofuran-7-yl)-7-methoxy-3-methyl-2,3,4,5-tetrahydro-1H-3-benzazepine). Solvent: C(CC)O (n-propanol). Conditions: time 16 hour. Product: ClC=1C(=CC2=C(CCN(CC2C2=CC(=CC=3CCOC32)N)C)C1)OC (8-chloro-5-(5-amino-2,3-dihydrobenzofuran-7-yl)-7-methoxy-3-methyl-2,3,4,5-tetrahydro-1H-3-benzazepine). As a reaction SMILES: [S-2].[Na+].[Na+].[Cl-].[NH4+].[Cl:6][C:7]1[C:8]([O:31][CH3:32])=[CH:9][C:10]2[CH:16]([C:17]3[C:25]4[O:24][CH2:23][CH2:22][C:21]=4[CH:20]=[C:19]([N+:26]([O-])=O)[CH:18]=3)[CH2:15][N:14]([CH3:29])[CH2:13][CH2:12][C:11]=2[CH:30]=1>C(O)CC>[Cl:6][C:7]1[C:8]([O:31][CH3:32])=[CH:9][C:10]2[CH:16]([C:17]3[C:25]4[O:24][CH2:23][CH2:22][C:21]=4[CH:20]=[C:19]([NH2:26])[CH:18]=3)[CH2:15][N:14]([CH3:29])[CH2:13][CH2:12][C:11]=2[CH:30]=1 |f:0.1.2,3.4|. Reported procedure: A stirred mixture of 2.50 g (0.011 mole) sodium sulfide and 0.60 g (0.011 mole) ammonium chloride in 10 ml n-propanol was warmed to reflux temperature and a solution of 0.44 g (0.0011 mole) 8-chloro-5-(5-nitro-2,3-dihydrobenzofuran-7-yl)-7-methoxy-3-methyl-2,3,4,5-tetrahydro-1H-3-benzazepine was added dropwise and reflux was continued for 16 h. The solvent was removed in vacuo and the residue was redissolved in dichloromethane. The solution was washed with 0.1N NaOH, water and brine. Evaporation... Starting materials: CCOC(=O)C1(C(=O)OCC)CCNC(=O)C1CCO, CCO, [Na+], [OH-]. Yields the product CCOC(=O)C12CCNC(=O)C1CCOC2=O. As a reaction SMILES: [CH2:1]([O:3][C:4](=[O:5])[C:6]1([C:16](=[O:17])[O:18][CH2:19][CH3:20])[CH:7]([CH2:13][CH2:14][OH:2])[C:8](=[O:12])[NH:9][CH2:10][CH2:11]1)[CH3:15].[CH3:23][CH2:24][OH:25].[Na+:22].[OH-:21]>>[O:3]1[C:4](=[O:5])[C:6]2([C:16](=[O:17])[O:18][CH2:19][CH3:20])[CH:7]([C:8](=[O:12])[NH:9][CH2:10][CH2:11]2)[CH2:13][CH2:14]1. Starting materials: NCC(=O)O (glycine), [OH-].[K+] (potassium hydroxide), C(C)O (ethanol), FC(C(=O)C(=COC)C1=C(C(=CC=C1)Cl)Cl)(F)F (α-trifluoroacetyl-β-methoxy-2,3-dichlorostyrene). Reaction conditions: temperature 45 celsius. Yields the product C(C)(=O)N1C=C(C(=C1)C1=C(C(=CC=C1)Cl)Cl)C(F)(F)F (N-Acetyl-4-(2,3-dichlorophenyl)-3-trifluoromethylpyrrole). RXN SMILES: [NH2:1][CH2:2]C(O)=O.[OH-].[K+].[F:8][C:9]([F:25])([F:24])[C:10]([C:12]([C:16]1[CH:21]=[CH:20][CH:19]=[C:18]([Cl:22])[C:17]=1[Cl:23])=[CH:13]OC)=O.[CH2:26]([OH:28])[CH3:27]>>[C:26]([N:1]1[CH:13]=[C:12]([C:16]2[CH:21]=[CH:20][CH:19]=[C:18]([Cl:22])[C:17]=2[Cl:23])[C:10]([C:9]([F:8])([F:24])[F:25])=[CH:2]1)(=[O:28])[CH3:27] |f:1.2|. Reported procedure: 2.7 g of glycine and 2.0 g of potassium hydroxide are dissolved in 160 ml of ethanol, and the mixture is heated to 45° C. There are then added at this temperature 9.9 g of the α-trifluoroacetyl-β-methoxy-2,3-dichlorostyrene produced according to Example P2, and the reaction mixture is refluxed for 90 minutes. The mixture is subsequently concentrated in vacuo; to the residue are afterwards added 150 ml of acetic anhydride, and the new mixture is heated at 100° C. for 45 minutes. After the evoluti...